This data is from the Open Reaction Database (ORD), a public repository of structured organic reaction records. The task is: describe an organic reaction: reactants, conditions, products, and yield Reactants: BrCC1=CC=C(C=C1)C=1SC2=C(N1)C=C(C=C2)[N+](=O)[O-] (2-(4-bromomethylphenyl)-5-nitrobenzthiazole), C1(=CC=CC=C1)P(C1=CC=CC=C1)C1=CC=CC=C1 (triphenylphosphine). Solvent: C=1(C(=CC=CC1)C)C (xylene). Product: [Br-].[N+](=O)([O-])C=1C=CC2=C(N=C(S2)C2=CC(=C(C=C2)C)[P+](C2=CC=CC=C2)(C2=CC=CC=C2)C2=CC=CC=C2)C1 (4-(5-Nitrobenzthiazol-2-yl)tolyltriphenylphosphonium bromide). Reaction SMILES: [Br:1][CH2:2][C:3]1[CH:8]=[CH:7][C:6]([C:9]2[S:10][C:11]3[CH:17]=[CH:16][C:15]([N+:18]([O-:20])=[O:19])=[CH:14][C:12]=3[N:13]=2)=[CH:5][CH:4]=1.[C:21]1([P:27]([C:34]2[CH:39]=[CH:38][CH:37]=[CH:36][CH:35]=2)[C:28]2[CH:33]=[CH:32][CH:31]=[CH:30][CH:29]=2)[CH:26]=[CH:25][CH:24]=[CH:23][CH:22]=1>C1(C)C(C)=CC=CC=1>[Br-:1].[N+:18]([C:15]1[CH:16]=[CH:17][C:11]2[S:10][C:9]([C:6]3[CH:7]=[CH:8][C:3]([CH3:2])=[C:4]([P+:27]([C:28]4[CH:29]=[CH:30][CH:31]=[CH:32][CH:33]=4)([C:34]4[CH:39]=[CH:38][CH:37]=[CH:36][CH:35]=4)[C:21]4[CH:22]=[CH:23][CH:24]=[CH:25][CH:26]=4)[CH:5]=3)=[N:13][C:12]=2[CH:14]=1)([O-:20])=[O:19] |f:3.4|. Procedure: A stirred solution of 104.7 g (0.3 mole) of 2-(4-bromomethylphenyl)-5-nitrobenzthiazole and 78.6 g (0.3 mole) of triphenylphosphine in xylene is heated at reflux for 19 hours. Compound B then is isolated by filtration, washed with additional portions of xylene, and dried. Reactants: IC1=C(C(=O)O)C=CC=C1 (2-iodobenzoic acid), NC1=CC=NN1C1CCCC1 (5-amino-1-cyclopentylpyrazole), COCCOC (DME), C([O-])([O-])=O.[K+].[K+] (potassium carbonate), ice water. The reagents and catalysts are CC(=O)[O-].CC(=O)[O-].[Cu+2] (Cu(OAc)2). The solvent is C(C)(=O)O (acetic acid). Yields the product C1(CCCC1)N1N=CC=C1NC=1C(C(=O)O)=CC=CC1 (N-(1-cyclopentyl pyrazol-5-yl) anthranilic acid). The yield is 68.5%. RXN SMILES: I[C:2]1[CH:10]=[CH:9][CH:8]=[CH:7][C:3]=1[C:4]([OH:6])=[O:5].[NH2:11][C:12]1[N:16]([CH:17]2[CH2:21][CH2:20][CH2:19][CH2:18]2)[N:15]=[CH:14][CH:13]=1.COCCOC.C(=O)([O-])[O-].[K+].[K+]>CC([O-])=O.CC([O-])=O.[Cu+2].C(O)(=O)C>[CH:17]1([N:16]2[C:12]([NH:11][C:2]3[C:3](=[CH:7][CH:8]=[CH:9][CH:10]=3)[C:4]([OH:6])=[O:5])=[CH:13][CH:14]=[N:15]2)[CH2:18][CH2:19][CH2:20][CH2:21]1 |f:3.4.5,6.7.8|. Reported procedure: A mixture of 2-iodobenzoic acid (28 g, 0.113 mol), 5-amino-1-cyclopentylpyrazole (17 g, 0.113 mol), DME (100 ml), potassium carbonate (16 g, 0.113 mol) and Cu(OAc)2 (0.5 g) is refluxed overnight. The reaction mixture is poured into ice water, and acidified with acetic acid to a pH of 5. The gum which forms is extracted with CH2Cl2 and the CH2Cl2 layer is washed with water, dried over MgSO4, and evaporated to afford 21 g of N-(1-cyclopentyl pyrazol-5-yl) anthranilic acid. Starting materials: Cl.Cl.NCCC1=CNC=N1 (Histamine dihydrochloride), [OH-].[K+] (KOH), BrC=1C=C(C=O)C=CC1 (3-bromobenzaldehyde). The solvent is CCO (EtOH). Reaction conditions: temperature 77 celsius. Yields the product BrC=1C=C(C=CC1)C1NCCC2=C1NC=N2 (4-(3-bromo-phenyl)-4,5,6,7-tetrahydro-3H-imidazo[4,5-c]pyridine). RXN SMILES: Cl.Cl.[NH2:3][CH2:4][CH2:5][C:6]1[N:10]=[CH:9][NH:8][CH:7]=1.[OH-].[K+].[Br:13][C:14]1[CH:15]=[C:16]([CH:19]=[CH:20][CH:21]=1)[CH:17]=O>CCO>[Br:13][C:14]1[CH:15]=[C:16]([CH:17]2[C:7]3[NH:8][CH:9]=[N:10][C:6]=3[CH2:5][CH2:4][NH:3]2)[CH:19]=[CH:20][CH:21]=1 |f:0.1.2,3.4|. Procedure: Histamine dihydrochloride (3.68 g, 0.02 mol), KOH (3.36 g, 0.06 mol), and 3-bromobenzaldehyde were dissolved in H2 0 (250 mL) and EtOH(100 mL). The reaction mixture was heated for 24 h at 77° C. open to the atmosphere. The resulting white precipitate was filtered and dried under vacuum at 40° C. to give the title compound. The reactants are [BH3-]C#N, CO, CC(=O)O, CN1CC(N)C(=O)Nc2ccccc21, [Na+], CCOC(=O)C(=O)CCc1ccccc1. Yields the product CCOC(=O)C(CCc1ccccc1)NC1CN(C)c2ccccc2NC1=O. RXN SMILES: [C:30]([BH3-:31])#[N:32].[CH3:34][OH:35].[CH3:36][C:37](=[O:38])[OH:39].[NH2:1][CH:2]1[CH2:3][N:4]([CH3:14])[c:5]2[c:6]([cH:10][cH:11][cH:12][cH:13]2)[NH:7][C:8]1=[O:9].[Na+:33].[O:15]=[C:16]([C:17](=[O:18])[O:19][CH2:20][CH3:21])[CH2:22][CH2:23][c:24]1[cH:25][cH:26][cH:27][cH:28][cH:29]1>>[NH:1]([CH:2]1[CH2:3][N:4]([CH3:14])[c:5]2[c:6]([cH:10][cH:11][cH:12][cH:13]2)[NH:7][C:8]1=[O:9])[CH:16]([C:17](=[O:18])[O:19][CH2:20][CH3:21])[CH2:22][CH2:23][c:24]1[cH:25][cH:26][cH:27][cH:28][cH:29]1. Reactants: COc1ccc(Oc2c(C)cc([N+](=O)[O-])c3c2CCC3)cc1, CC(=O)O. The product is COc1ccc(Oc2c(C)cc([N+](=O)[O-])c3c2CCC3)cc1C(C)=O. Reaction SMILES: [CH3:1][O:2][c:3]1[cH:4][cH:5][c:6]([O:7][c:8]2[c:9]3[c:13]([c:14]([N+:18](=[O:19])[O-:20])[cH:15][c:16]2[CH3:17])[CH2:12][CH2:11][CH2:10]3)[cH:21][cH:22]1.[CH3:23][C:24]([OH:25])=[O:26]>>[CH3:1][O:2][c:3]1[c:4]([C:24]([CH3:23])=[O:25])[cH:5][c:6]([O:7][c:8]2[c:9]3[c:13]([c:14]([N+:18](=[O:19])[O-:20])[cH:15][c:16]2[CH3:17])[CH2:12][CH2:11][CH2:10]3)[cH:21][cH:22]1. The reactants are C1CCOC1, NCC(=O)O, [Na+], [OH-], O=C(Cl)c1ccc(-c2ccccc2)cc1. Product: O=C(O)CNC(=O)c1ccc(-c2ccccc2)cc1. Reaction SMILES: [CH2:23]1[O:24][CH2:25][CH2:26][CH2:27]1.[NH2:1][CH2:2][C:3]([OH:4])=[O:5].[Na+:22].[OH-:21].[c:6]1(-[c:15]2[cH:16][cH:17][cH:18][cH:19][cH:20]2)[cH:7][cH:8][c:9]([C:12](=[O:13])[Cl:14])[cH:10][cH:11]1>>[NH:1]([CH2:2][C:3]([OH:4])=[O:5])[C:12]([c:9]1[cH:8][cH:7][c:6](-[c:15]2[cH:16][cH:17][cH:18][cH:19][cH:20]2)[cH:11][cH:10]1)=[O:13].